describe an organic reaction: reactants, conditions, products, and yield From a dataset of the Open Reaction Database (ORD), a public repository of structured organic reaction records. Starting materials: OC1=CC=C(C=O)C=C1 (p-hydroxybenzaldehyde), Cl.NO (hydroxylamine hydrochloride), C1(=CC=CC=C1)C (toluene), O (water). Solvent: CC(C)CC(=O)C (MIBK). The product is C(#N)C1=CC=C(C=C1)O (p-cyanophenol). Isolated yield 91.0%. As a reaction SMILES: [OH:1][C:2]1[CH:9]=[CH:8][C:5]([CH:6]=O)=[CH:4][CH:3]=1.Cl.[NH2:11]O.C1(C)C=CC=CC=1.O>CC(CC(C)=O)C>[C:6]([C:5]1[CH:8]=[CH:9][C:2]([OH:1])=[CH:3][CH:4]=1)#[N:11] |f:1.2|. Procedure details: 503 Milligrams of p-hydroxybenzaldehyde, 323 mg of hydroxylamine hydrochloride and 10 ml of toluene were introduced to a flask of 50 ml, equipped with a Dean-Stark dehydrating apparatus. The reaction mixture was stirred under reflux for 4 hrs. After the reaction finished, water and MIBK were added to the reaction mixture and mixed, followed by separation into two layers. Aqueous layer was extracted again by MIBK and the extract was combined with toluene layer first separated and subjected to the... The reactants are CN(C)CC1=CC=C(CSCCSC)O1 (2-[[5-[(dimethylamino)methyl]furfuryl]thio]ethylmethylsulphide), [N+](=O)([O-])C=C(NC1CCCC1)N (2-nitro-N-cyclopentyl-1,1-ethenediamine), product. The product is CN(C)CC1=CC=C(CSCCNC(=C[N+](=O)[O-])NC2CCCC2)O1 (N-[2-[[5-[(dimethylamino)methyl]furfuryl]thio]ethyl]-N'-cyclopentyl-2-nitro-1,1-ethenediamine). RXN SMILES: [CH3:1][N:2]([CH2:4][C:5]1[O:15][C:8]([CH2:9][S:10][CH2:11][CH2:12]SC)=[CH:7][CH:6]=1)[CH3:3].[N+:16]([CH:19]=[C:20]([NH2:27])[NH:21][CH:22]1[CH2:26][CH2:25][CH2:24][CH2:23]1)([O-:18])=[O:17]>>[CH3:1][N:2]([CH2:4][C:5]1[O:15][C:8]([CH2:9][S:10][CH2:11][CH2:12][NH:27][C:20]([NH:21][CH:22]2[CH2:26][CH2:25][CH2:24][CH2:23]2)=[CH:19][N+:16]([O-:18])=[O:17])=[CH:7][CH:6]=1)[CH3:3]. Procedure details: 24.54 grams of 2-[[5-[(dimethylamino)methyl]furfuryl]thio]ethylmethylsulphide are reacted with 42 grams of 2-nitro-N-cyclopentyl-1,1-ethenediamine at 80° C. for 3 hours. The mixture is cooled and the procedure described in Example 1 is followed. The product melts at 97°-103° C. Spectrophotometric analyses confirm its structure. Reactants: [N+](=O)([O-])[O-].[K+] (potassium nitrate), C1(NCCC2=CC=CC=C12)=O (1,2,3,4-tetrahydroisoquinolin-1-one). The solvent is S(O)(O)(=O)=O (sulfuric acid). Conditions: time 8 hour. Yields the product [N+](=O)([O-])C1=CC=C2CCNC(C2=C1)=O (7-nitro-1,2,3,4-tetrahydroisoquinolin-1-one). Isolated yield 75.4%. Reaction SMILES: [N+:1]([O-:4])([O-])=[O:2].[K+].[C:6]1(=[O:16])[C:15]2[C:10](=[CH:11][CH:12]=[CH:13][CH:14]=2)[CH2:9][CH2:8][NH:7]1>S(=O)(=O)(O)O>[N+:1]([C:13]1[CH:14]=[C:15]2[C:10]([CH2:9][CH2:8][NH:7][C:6]2=[O:16])=[CH:11][CH:12]=1)([O-:4])=[O:2] |f:0.1|. Procedure details: To a cold solution consisting of potassium nitrate (8.2 g, 81.6 mmol) in sulfuric acid (40 mL) was added 1,2,3,4-tetrahydroisoquinolin-1-one (10 g, 68mmol) dropwise over a period of five minutes. The reaction mixture was stirred overnight at room temperature and then poured into ice. The solution was filtered. After washing with water several times, the solid was dried to yield the title compound (9.85 g, 76%). Starting materials: C([O-])([O-])=O.[Na+].[Na+] (sodium carbonate), CN1CCC(CC1)C1=CNC2=CC=C(C=C12)B(O)O (3-(1-methylpiperidin-4-yl)-1H-indole-5-boronic acid), ClC1=NN(C2=CC=CC=C12)C(=O)OC(C)(C)C (3-chloro-1-(tert-butoxycarbonyl)indazole). The reagents and catalysts are C1=CC=C(C=C1)P([C-]2C=CC=C2)C3=CC=CC=C3.C1=CC=C(C=C1)P([C-]2C=CC=C2)C3=CC=CC=C3.Cl[Pd]Cl.[Fe+2].C(Cl)Cl (Pd(dppf)Cl2 CH2Cl2). Run in O1CCCC1 (tetrahydrofuran). Product: N1N=C(C2=CC=CC=C12)C=1C=C2C(=CNC2=CC1)C1CCN(CC1)C (5-(Indazol-3-yl)-3-(1-Methylpiperidin-4-yl)-1H-Indole), 5-(3-[1-tert-butoxycarbonyl]indazolyl)-3-(1-methylpiperidin-4-yl)-1H-indole. Isolated yield 47.0%. Reaction SMILES: [CH3:1][N:2]1[CH2:7][CH2:6][CH:5]([C:8]2[C:16]3[C:11](=[CH:12][CH:13]=[C:14](B(O)O)[CH:15]=3)[NH:10][CH:9]=2)[CH2:4][CH2:3]1.Cl[C:21]1[C:29]2[C:24](=[CH:25][CH:26]=[CH:27][CH:28]=2)[N:23](C(OC(C)(C)C)=O)[N:22]=1.C(=O)([O-])[O-].[Na+].[Na+]>O1CCCC1.C1C=CC(P(C2C=CC=CC=2)[C-]2C=CC=C2)=CC=1.C1C=CC(P(C2C=CC=CC=2)[C-]2C=CC=C2)=CC=1.Cl[Pd]Cl.[Fe+2].C(Cl)Cl>[NH:23]1[C:24]2[C:29](=[CH:28][CH:27]=[CH:26][CH:25]=2)[C:21]([C:14]2[CH:15]=[C:16]3[C:11](=[CH:12][CH:13]=2)[NH:10][CH:9]=[C:8]3[CH:5]2[CH2:6][CH2:7][N:2]([CH3:1])[CH2:3][CH2:4]2)=[N:22]1 |f:2.3.4,6.7.8.9.10|. Reported procedure: The title compound was prepared by the procedure of Example 14, beginning with 3-(1-methylpiperidin-4-yl)-1H-indole-5-boronic acid (0.250 g, 0.97 mmol), 3-chloro-1-(tert-butoxycarbonyl)indazole (0.230 g, 0.92 mmol), Pd(dppf)Cl2 CH2Cl2 (0.023 g, 0.028 mmol), and 2M aqueous sodium carbonate solution (2 mL) in 6 mL of tetrahydrofuran to give 0.197 g (47%) of 5-(3-[1-tert-butoxycarbonyl]indazolyl)-3-(1-methylpiperidin-4-yl)-1H-indole as an amorphous tan solid, which was dissolved in 3 mL of tetrahyd... Reactants: NC1=C2C(=NC(=C1C(=O)OCC)C)SC=C2C (ethyl 4-amino-3,6-dimethylthieno[2,3-b]pyridine-5-carboxylate), BrN1C(CCC1=O)=O (N-bromosuccinimide). The solvent is C(Cl)Cl (DCM). Conditions: time 20 minute. Yields the product NC1=C2C(=NC(=C1C(=O)OCC)C)SC(=C2C)Br (Ethyl 4-amino-2-bromo-3,6-dimethylthieno[2,3-b]pyridine-5-carboxylate). Isolated yield 94.5%. RXN SMILES: [NH2:1][C:2]1[C:7]([C:8]([O:10][CH2:11][CH3:12])=[O:9])=[C:6]([CH3:13])[N:5]=[C:4]2[S:14][CH:15]=[C:16]([CH3:17])[C:3]=12.[Br:18]N1C(=O)CCC1=O>C(Cl)Cl>[NH2:1][C:2]1[C:7]([C:8]([O:10][CH2:11][CH3:12])=[O:9])=[C:6]([CH3:13])[N:5]=[C:4]2[S:14][C:15]([Br:18])=[C:16]([CH3:17])[C:3]=12. Procedure details: To a stirred solution of ethyl 4-amino-3,6-dimethylthieno[2,3-b]pyridine-5-carboxylate (210 mg, 0.839 mmol) (Description 30) in DCM (4 mL), was added N-bromosuccinimide (164 mg, 0.923 mmol) and the resulting mixture stirred for 20 min at RT. The mixture was concentrated and purified by chromatography on silica gel, eluting with a gradient of 0-50% ethyl acetate in cyclohexane, to afford the title compound (261 mg). LCMS (A) m/z: 329/331 [M+1]+, Rt 1.20 min (acidic). Starting materials: N[C@@H](CC1=CC=CC=C1)C(=O)O (phenylalanine), C1(=CC=CC=C1)CCCCO (4-phenyl-1-butanol), Cl.O1CCOCC1 (HCl 1,4-dioxane). Run in O1CCOCC1 (1,4-dioxane). Conditions: time 4 day. The product is C1(=CC=CC=C1)CCCCOC([C@@H](N)CC1=CC=CC=C1)=O (phenylalanine phenylbutyl ester). The yield is 65.2%. As a reaction SMILES: [NH2:1][C@H:2]([C:10]([OH:12])=[O:11])[CH2:3][C:4]1[CH:9]=[CH:8][CH:7]=[CH:6][CH:5]=1.[C:13]1([CH2:19][CH2:20][CH2:21][CH2:22]O)[CH:18]=[CH:17][CH:16]=[CH:15][CH:14]=1.Cl.O1CCOCC1>O1CCOCC1>[C:13]1([CH2:19][CH2:20][CH2:21][CH2:22][O:11][C:10](=[O:12])[C@H:2]([CH2:3][C:4]2[CH:9]=[CH:8][CH:7]=[CH:6][CH:5]=2)[NH2:1])[CH:18]=[CH:17][CH:16]=[CH:15][CH:14]=1 |f:2.3|. Procedure details: 5.03 g of phenylalanine and 22.8 g of 4-phenyl-1-butanol were added to 17 mL of 1,4-dioxane, 17 mL of 4N—HCl/1,4-dioxane was added thereto, and the reaction solution was stirred at room temperature for 4 days. The reaction solution was filtered and the filtrate was added with 450 mL of diethyl ether, and stirred at room temperature for 1.5 hours. The deposit was taken by filtration, washed with 50 mL of diethyl ether, and then dried under vacuum, thereby to give 5.90 g of Compound 16. Conditions: time 25 hour. Product: BrC1=C2C=CC=CC2=C(C2=CC=CC=C12)C1=CC=C(C=C1)C=1OC2=C(N1)C=CC=C2 (2-[4-(10-bromo-9-anthryl)phenyl]benzoxazole). RXN SMILES: [CH:1]1[C:14]2[C:5](=[CH:6][C:7]3[C:12]([C:13]=2[C:15]2[CH:20]=[CH:19][C:18]([C:21]4[O:22][C:23]5[CH:29]=[CH:28][CH:27]=[CH:26][C:24]=5[N:25]=4)=[CH:17][CH:16]=2)=[CH:11][CH:10]=[CH:9][CH:8]=3)[CH:4]=[CH:3][CH:2]=1.C1(C)C=CC=CC=1.[Br:37]N1C(=O)CCC1=O>C(OCC)(=O)C>[Br:37][C:6]1[C:5]2[C:14](=[CH:1][CH:2]=[CH:3][CH:4]=2)[C:13]([C:15]2[CH:16]=[CH:17][C:18]([C:21]3[O:22][C:23]4[CH:29]=[CH:28][CH:27]=[CH:26][C:24]=4[N:25]=3)=[CH:19][CH:20]=2)=[C:12]2[C:7]=1[CH:8]=[CH:9][CH:10]=[CH:11]2. The solvent is C(C)(=O)OCC (ethyl acetate). Starting materials: C1=CC=CC2=CC3=CC=CC=C3C(=C12)C1=CC=C(C=C1)C=1OC2=C(N1)C=CC=C2 (2-[4-(9-anthryl)phenyl]benzoxazole), C1(=CC=CC=C1)C (toluene), BrN1C(CCC1=O)=O (N-bromosuccinimide). Yield: 83.3%. Reported procedure: In a 1 L Meyer flask, 3.3 g (8.8 mmol) of 2-[4-(9-anthryl)phenyl]benzoxazole, 50 mL of toluene, and 200 mL of ethyl acetate were placed. Into the solution, 1.6 g (8.8 mmol) of N-bromosuccinimide was added little by little. This solution was stirred under air for 25 hours. After a certain period, the solution was washed with water, a saturated aqueous solution of sodium hydrogen carbonate, and saturated saline, and then, the organic layer was dried with magnesium sulfate. The obtained mixture was...